From a dataset of the Open Reaction Database (ORD), a public repository of structured organic reaction records. describe an organic reaction: reactants, conditions, products, and yield Starting materials: CCOC(C)=O, O=C([O-])[O-], CC(=O)OC(C)=O, CCn1c(=O)c2cc(C=NO)cn2c2ccccc21, [Na+], [Na+], O. The product is CCn1c(=O)c2cc(C#N)cn2c2ccccc21. RXN SMILES: [C:20]([O:21][CH2:22][CH3:23])(=[O:24])[CH3:25].[C:26](=[O:27])([O-:28])[O-:29].[C:33]([O:34][C:35](=[O:36])[CH3:37])(=[O:38])[CH3:39].[CH2:1]([CH3:2])[n:3]1[c:4](=[O:19])[c:5]2[n:6]([c:7]3[cH:8][cH:9][cH:10][cH:11][c:12]13)[cH:13][c:14]([CH:16]=[N:17][OH:18])[cH:15]2.[Na+:30].[Na+:32].[OH2:31]>>[CH2:1]([CH3:2])[n:3]1[c:4](=[O:19])[c:5]2[n:6]([c:7]3[cH:8][cH:9][cH:10][cH:11][c:12]13)[cH:13][c:14]([C:16]#[N:17])[cH:15]2. The reactants are CC(=O)C(C)Br, O=C([O-])[O-], O=C([O-])O, COC(=O)c1c[nH]c(=O)c(Br)c1, CN(C)C=O, [Cs+], [Cs+], [Na+], O. Product: COC(=O)c1cc(Br)c(=O)n(C(C)C(C)=O)c1. RXN SMILES: [Br:19][CH:20]([C:21]([CH3:22])=[O:23])[CH3:24].[C:13](=[O:14])([O-:15])[O-:16].[C:25](=[O:26])([OH:27])[O-:28].[CH3:1][O:2][C:3](=[O:4])[c:5]1[cH:6][nH:7][c:8](=[O:12])[c:9]([Br:11])[cH:10]1.[CH3:30][N:31]([CH3:32])[CH:33]=[O:34].[Cs+:17].[Cs+:18].[Na+:29].[OH2:35]>>[CH3:1][O:2][C:3](=[O:4])[c:5]1[cH:6][n:7]([CH:20]([C:21]([CH3:22])=[O:23])[CH3:24])[c:8](=[O:12])[c:9]([Br:11])[cH:10]1.